Dataset: the Open Reaction Database (ORD), a public repository of structured organic reaction records. Task: describe an organic reaction: reactants, conditions, products, and yield Starting materials: ClC1=CC(=NC2=CC=C(C=C12)C)C1=C(C=CC=C1)[N+](=O)[O-] (4-chloro-6-methyl-2-(2-nitrophenyl)quinoline), C(Cl)(Cl)Cl (chloroform), C(Cl)(Cl)Cl (chloroform), N(=NC(C#N)(CC(C)C)C)C(C#N)(CC(C)C)C (2,2'-azobis(2,4-dimethylvaleronitrile)), BrN1C(CCC1=O)=O (N-bromosuccinimide). Run in O (water). Yields the product ClC1=CC(=NC2=CC=C(C=C12)CBr)C1=C(C=CC=C1)[N+](=O)[O-] (4-chloro-6-(bromomethyl)-2-(2-nitrophenyl)quinoline). The yield is 44.3%. RXN SMILES: [Cl:1][C:2]1[C:11]2[C:6](=[CH:7][CH:8]=[C:9]([CH3:12])[CH:10]=2)[N:5]=[C:4]([C:13]2[CH:18]=[CH:17][CH:16]=[CH:15][C:14]=2[N+:19]([O-:21])=[O:20])[CH:3]=1.C(Cl)(Cl)Cl.[Br:26]N1C(=O)CCC1=O.N(C(C)(CC(C)C)C#N)=NC(C)(CC(C)C)C#N>O>[Cl:1][C:2]1[C:11]2[C:6](=[CH:7][CH:8]=[C:9]([CH2:12][Br:26])[CH:10]=2)[N:5]=[C:4]([C:13]2[CH:18]=[CH:17][CH:16]=[CH:15][C:14]=2[N+:19]([O-:21])=[O:20])[CH:3]=1. Procedure details: To 27.6 g (92.4 mmol) of the 4-chloro-6-methyl-2-(2-nitrophenyl)quinoline obtained in Example 1, 110 ml of chloroform was added. After stirring, 15.6 g (87.8 mmol) of N-bromosuccinimide (NBS) was added thereto. Then, 15 ml of chloroform containing 0.78 g of 2,2'-azobis(2,4-dimethylvaleronitrile) was added dropwise thereto, and the thus-prepared mixture was heated under reflux for 1 hour. After cooling to room temperature, the mixture was poured into 220 ml of water and separated out, and the org... Reactants: C[Si](C)(C)CCOCn1nc(S(C)(=O)=O)c2ccc(Br)cc21, Cc1c(F)cc(C(=O)NC2CC2)cc1B1OC(C)(C)C(C)(C)O1, CC(C)O, [Na+], [Na+], O=C([O-])[O-], c1ccc(P(c2ccccc2)(c2ccccc2)[Pd](P(c2ccccc2)(c2ccccc2)c2ccccc2)(P(c2ccccc2)(c2ccccc2)c2ccccc2)P(c2ccccc2)(c2ccccc2)c2ccccc2)cc1. Yields the product Cc1c(F)cc(C(=O)NC2CC2)cc1-c1ccc2c(S(C)(=O)=O)nn(COCC[Si](C)(C)C)c2c1. RXN SMILES: [Br:1][c:2]1[cH:3][cH:4][c:5]2[c:6]([S:19](=[O:20])(=[O:21])[CH3:22])[n:7][n:8]([CH2:11][O:12][CH2:13][CH2:14][Si:15]([CH3:16])([CH3:17])[CH3:18])[c:9]2[cH:10]1.[CH:23]1([NH:26][C:27]([c:28]2[cH:29][c:30]([F:44])[c:31]([CH3:43])[c:32]([B:34]3[O:35][C:36]([CH3:37])([CH3:38])[C:39]([CH3:40])([CH3:41])[O:42]3)[cH:33]2)=[O:45])[CH2:24][CH2:25]1.[CH:52]([OH:53])([CH3:54])[CH3:55].[Na+:46].[Na+:47].[O-:48][C:49](=[O:50])[O-:51].[cH:56]1[cH:57][cH:58][c:59]([P:60]([Pd:61]([P:62]([c:63]2[cH:64][cH:65][cH:66][cH:67][cH:68]2)([c:69]2[cH:70][cH:71][cH:72][cH:73][cH:74]2)[c:75]2[cH:76][cH:77][cH:78][cH:79][cH:80]2)([P:81]([c:82]2[cH:83][cH:84][cH:85][cH:86][cH:87]2)([c:88]2[cH:89][cH:90][cH:91][cH:92][cH:93]2)[c:94]2[cH:95][cH:96][cH:97][cH:98][cH:99]2)[P:100]([c:101]2[cH:102][cH:103][cH:104][cH:105][cH:106]2)([c:107]2[cH:108][cH:109][cH:110][cH:111][cH:112]2)[c:113]2[cH:114][cH:115][cH:116][cH:117][cH:118]2)([c:119]2[cH:120][cH:121][cH:122][cH:123][cH:124]2)[c:125]2[cH:126][cH:127][cH:128][cH:129][cH:130]2)[cH:131][cH:132]1>>[c:2]1(-[c:32]2[c:31]([CH3:43])[c:30]([F:44])[cH:29][c:28]([C:27]([NH:26][CH:23]3[CH2:24][CH2:25]3)=[O:45])[cH:33]2)[cH:3][cH:4][c:5]2[c:6]([S:19](=[O:20])(=[O:21])[CH3:22])[n:7][n:8]([CH2:11][O:12][CH2:13][CH2:14][Si:15]([CH3:16])([CH3:17])[CH3:18])[c:9]2[cH:10]1. Product: COC[C@@H]1N(CCC1)CC=1C=C(C(=O)O)C=C(C1)C (3-{[(2R)-2-(Methoxymethyl)pyrrolidin-1-yl]methyl}-5-methylbenzoic acid). Run at time 2 hour. The reactants are COC[C@@H]1N(CCC1)CC=1C=C(C(=O)OC)C=C(C1)C (methyl 3-{[(2R)-2-(methoxymethyl)pyrrolidin-1-yl]methyl}-5-methylbenzoate), O (water), [OH-].[Li+] (lithium hydroxide). Reaction SMILES: [CH3:1][O:2][CH2:3][C@H:4]1[CH2:8][CH2:7][CH2:6][N:5]1[CH2:9][C:10]1[CH:11]=[C:12]([CH:17]=[C:18]([CH3:20])[CH:19]=1)[C:13]([O:15]C)=[O:14].O.[OH-].[Li+]>CO.O1CCCC1>[CH3:1][O:2][CH2:3][C@H:4]1[CH2:8][CH2:7][CH2:6][N:5]1[CH2:9][C:10]1[CH:11]=[C:12]([CH:17]=[C:18]([CH3:20])[CH:19]=1)[C:13]([OH:15])=[O:14] |f:2.3|. Run in CO (methanol), O1CCCC1 (tetrahydrofuran). Procedure details: To a stirred solution of methyl 3-{[(2R)-2-(methoxymethyl)pyrrolidin-1-yl]methyl}-5-methylbenzoate (120 mg, 0.43 mmol) in methanol (2 mL), tetrahydrofuran (1 mL), and water (1 mL) is added lithium hydroxide (180 mg, 4.3 mmol), and the reaction mixture stirred at room temperature for 2 h. The reaction mixture is concentrated under reduced pressure, dissolved in methylene chloride, filtered, and the filtrate concentrated under reduced pressure to provide the title compound. ESI MS m/z 264 [M+H]+. The reactants are CN(C)C=O, [Cl-], O=C(OCCl)c1cc(F)cc(F)c1, O=c1nc(-c2cc(C(F)(F)F)ccn2)[nH]o1, [H-], [NH4+], [Na+]. Yields the product O=C(OCn1c(-c2cc(C(F)(F)F)ccn2)noc1=O)c1cc(F)cc(F)c1. RXN SMILES: [CH3:34][N:35]([CH3:36])[CH:37]=[O:38].[Cl-:32].[F:19][c:20]1[cH:21][c:22]([C:23](=[O:24])[O:25][CH2:26][Cl:27])[cH:28][c:29]([F:31])[cH:30]1.[F:3][C:4]([c:5]1[cH:6][c:7](-[c:11]2[nH:12][o:13][c:14](=[O:16])[n:15]2)[n:8][cH:9][cH:10]1)([F:17])[F:18].[H-:1].[NH4+:33].[Na+:2]>>[F:3][C:4]([c:5]1[cH:6][c:7](-[c:11]2[n:12][o:13][c:14](=[O:16])[n:15]2[CH2:26][O:25][C:23]([c:22]2[cH:21][c:20]([F:19])[cH:30][c:29]([F:31])[cH:28]2)=[O:24])[n:8][cH:9][cH:10]1)([F:17])[F:18]. Procedure details: was prepared from intermediate 79a and 2-aminopyridine following Method A. 1H NMR (300 MHz, CDCl3) δ 9.06 (s, 1H), 8.31–8.23 (m, 2H), 7.81–7.75 (m, 1H), 7.43 (d, 2H, J=8.59 Hz), 6.90 (d, 2H, J=8.59 Hz), 6.14 (s, 1H), 3.79 (s, 3H), 2.25 (s, 3H). LCMS (ESI+) [M+H]/z Calc'd 301, found 301. RXN SMILES: [C:1]([O:4][CH:5]([C:9]1[CH:14]=[CH:13][C:12]([O:15][CH3:16])=[CH:11][CH:10]=1)[C:6]([OH:8])=O)(=[O:3])[CH3:2].[NH2:17][C:18]1[CH:23]=[CH:22][CH:21]=[CH:20][N:19]=1>>[CH3:16][O:15][C:12]1[CH:13]=[CH:14][C:9]([CH:5]([O:4][C:1](=[O:3])[CH3:2])[C:6](=[O:8])[NH:17][C:18]2[CH:23]=[CH:22][CH:21]=[CH:20][N:19]=2)=[CH:10][CH:11]=1. The product is COC1=CC=C(C=C1)C(C(NC1=NC=CC=C1)=O)OC(C)=O (Acetic acid (4-methoxy-phenyl)-(pyridin-2-ylcarbamoyl)-methyl ester). Reactants: C(C)(=O)OC(C(=O)O)C1=CC=C(C=C1)OC (acetoxy-(4-methoxy-phenyl)-acetic acid), NC1=NC=CC=C1 (2-aminopyridine). The reactants are [BH4-], CCOC(C)=O, ClCCCl, Cc1cc(Cl)ccc1-c1ccc(C(=O)CCC(=O)O)cc1, NC1CCCCC1, [Na+]. Product: Cc1cc(Cl)ccc1-c1ccc(C(O)CCC(=O)O)cc1. Reaction SMILES: [BH4-:22].[C:31]([O:32][CH2:33][CH3:34])(=[O:35])[CH3:36].[CH2:37]([Cl:38])[CH2:39][Cl:40].[Cl:1][c:2]1[cH:3][c:4]([CH3:21])[c:5](-[c:8]2[cH:9][cH:10][c:11]([C:14]([CH2:15][CH2:16][C:17](=[O:18])[OH:19])=[O:20])[cH:12][cH:13]2)[cH:6][cH:7]1.[NH2:24][CH:25]1[CH2:26][CH2:27][CH2:28][CH2:29][CH2:30]1.[Na+:23]>>[Cl:1][c:2]1[cH:3][c:4]([CH3:21])[c:5](-[c:8]2[cH:9][cH:10][c:11]([CH:14]([CH2:15][CH2:16][C:17](=[O:18])[OH:19])[OH:20])[cH:12][cH:13]2)[cH:6][cH:7]1. Reactants: CC(=O)SCC(CCCN)C(=O)N1CCCC1C(=O)O, CC(=O)SCC(CN)C(=O)N1CCCC1C(=O)O, O=C([O-])C(F)(F)F. Product: NCC(CS)C(=O)N1CCCC1C(=O)O. RXN SMILES: [C:19]([S:20][CH2:21][CH:22]([CH2:23][CH2:24][CH2:25][NH2:26])[C:27]([N:28]1[CH2:29][CH2:30][CH2:31][CH:32]1[C:33]([OH:34])=[O:35])=[O:36])(=[O:37])[CH3:38].[C:1](=[O:2])([CH3:3])[S:4][CH2:5][CH:6]([C:7](=[O:8])[N:9]1[CH:10]([C:11](=[O:12])[OH:13])[CH2:14][CH2:15][CH2:16]1)[CH2:17][NH2:18].[O-:39][C:40]([C:41]([F:42])([F:43])[F:44])=[O:45]>>[SH:4][CH2:5][CH:6]([C:7](=[O:8])[N:9]1[CH:10]([C:11](=[O:12])[OH:13])[CH2:14][CH2:15][CH2:16]1)[CH2:17][NH2:18]. Reactants: OO (H2O2), C(=O)(C(F)(F)F)OC(=O)C(F)(F)F (TFAA), C(C)C=1N=[N+](C2=CC=3CCN(CC3C=C2N1)C)[O-] (3-Ethyl-7-methyl-6,7,8,9-tetrahydro[1,2,4]triazino[6,5-g]isoquinoline 1-Oxide), C(=O)(C(F)(F)F)O (TFA). The solvent is N (NH3), C(Cl)Cl (DCM), C(Cl)Cl (DCM). Conditions: temperature 20 celsius, time 10 minute. Product: C(C)C=1N=[N+](C2=CC=3CCN(CC3C=C2[N+]1[O-])C)[O-] (3-Ethyl-7-methyl-6,7,8,9-tetrahydro[1,2,4]triazino[6,5-g]isoquinoline 1,4-Dioxide). Isolated yield 17.1%. RXN SMILES: OO.C(OC(C(F)(F)F)=O)(C(F)(F)F)=[O:4].[CH2:16]([C:18]1[N:19]=[N+:20]([O-:33])[C:21]2[C:30]([N:31]=1)=[CH:29][C:28]1[CH2:27][N:26]([CH3:32])[CH2:25][CH2:24][C:23]=1[CH:22]=2)[CH3:17].C(O)(C(F)(F)F)=O>C(Cl)Cl.N>[CH2:16]([C:18]1[N:19]=[N+:20]([O-:33])[C:21]2[C:30]([N+:31]=1[O-:4])=[CH:29][C:28]1[CH2:27][N:26]([CH3:32])[CH2:25][CH2:24][C:23]=1[CH:22]=2)[CH3:17]. Reported procedure: H2O2 (70%, 2.4 mL, ca. 25 mmol) was added dropwise to a stirred solution of TFAA (3.5 mL, 25 mmol) in DCM (20 mL) at 0° C. The solution was stirred at 20° C. for 10 min, then cooled to 0° C., added to a solution of 1-oxide 260 (590 mg, 2.4 mmol) and TFA (0.96 mL, 12.2 mmol) in DCM (20 mL) at 0° C. The solution was stirred at 20° C. for 4 h, diluted with dilute aqueous NH3 solution (80 mL) and extracted with DCM (4×150 mL). The combined organic fraction was dried and the solvent evaporated. The r... Starting materials: ClC1=C(C=C(C=C1)[C@H](CI)O[Si](CC)(CC)CC)NS(=O)(=O)C ((R)-N-(2-chloro-5-(2-iodo-1-(triethylsilyloxy)ethyl)phenyl)methanesulfonamide), CCCC[N+](CCCC)(CCCC)CCCC.[F-].C1CCOC1 (TBAF THF). The solvent is C1CCOC1 (THF). Run at time 1 hour. Yields the product ClC1=C(C=C(C=C1)[C@H]1OC1)NS(=O)(=O)C ((R)-N-(2-chloro-5-(oxiran-2-yl)phenyl)methanesulfonamide). Isolated yield 50.0%. RXN SMILES: [Cl:1][C:2]1[CH:7]=[CH:6][C:5]([C@@H:8]([O:11][Si](CC)(CC)CC)[CH2:9]I)=[CH:4][C:3]=1[NH:19][S:20]([CH3:23])(=[O:22])=[O:21].CCCC[N+](CCCC)(CCCC)CCCC.[F-].C1COCC1>C1COCC1>[Cl:1][C:2]1[CH:7]=[CH:6][C:5]([C@@H:8]2[CH2:9][O:11]2)=[CH:4][C:3]=1[NH:19][S:20]([CH3:23])(=[O:22])=[O:21] |f:1.2.3|. Procedure: (R)-N-(2-chloro-5-(2-iodo-1-(triethylsilyloxy)ethyl)phenyl)methanesulfonamide (2.2308 g) was dissolved in dehydrated THF (40 mL), and a 1 mol/L TBAF-THF solution (10 mL; manufactured by Sigma-Aldrich Co.) was added thereto. The mixture was purged with nitrogen, and then was stirred for one hour at room temperature. The reaction solution was poured into brine, and the mixture was extracted with once with ethyl acetate. The organic layer was washed once with water, and then was dried over magnesiu... Procedure details: To a solution of Example 278A (2 g, 10.35 mmol) in ethyl acetate (60 ml) added tin(II) chloride dihydrate (8.18 g, 36.2 mmol), and the mixture was heated at 65° C. overnight. The reaction mixture was cooled to room temperature, diluted with 100 mL ethyl acetate, and 1M aqueous Na2CO3 was added until precipitation stopped. The solid was filtered through a pad of diatomaceous earth. The filter pad was suspended in ethyl acetate, stirred for a few minutes, and rinsed with ethyl acetate. The filtrat... The reactants are C(C=C)OC1=C(C(=CC=C1)[N+](=O)[O-])Cl (1-(allyloxy)-2-chloro-3-nitrobenzene), O.O.[Sn](Cl)Cl (tin(II) chloride dihydrate). Yields the product C(C=C)OC=1C(=C(N)C=CC1)Cl (3-(allyloxy)-2-chloroaniline). Reaction conditions: temperature 65 celsius, time 30 minute. Reaction SMILES: [CH2:1]([O:4][C:5]1[CH:10]=[CH:9][CH:8]=[C:7]([N+:11]([O-])=O)[C:6]=1[Cl:14])[CH:2]=[CH2:3].O.O.[Sn](Cl)Cl>C(OCC)(=O)C.C([O-])([O-])=O.[Na+].[Na+]>[CH2:1]([O:4][C:5]1[C:6]([Cl:14])=[C:7]([CH:8]=[CH:9][CH:10]=1)[NH2:11])[CH:2]=[CH2:3] |f:1.2.3,5.6.7|. Solvent: C(C)(=O)OCC (ethyl acetate), C(=O)([O-])[O-].[Na+].[Na+] (Na2CO3), C(C)(=O)OCC (ethyl acetate).